Dataset: the Open Reaction Database (ORD), a public repository of structured organic reaction records. Task: describe an organic reaction: reactants, conditions, products, and yield Starting materials: CC1(OB(OC1(C)C)C1=CC=C(C=C1)O)C (4-(4,4,5,5-tetramethyl-1,3,2-dioxaborolan-2-yl)phenol), CC1=CC=C(C=C1)S(=O)(=O)OCP(=O)(OCC)OCC ((diethoxyphosphoryl)methyl 4-methylbenzenesulfonate). Product: C(C)OP(OCC)(=O)COC1=CC=C(C=C1)B1OC(C(O1)(C)C)(C)C (Diethyl{[4-(4,4,5,5-tetramethyl-1,3,2-dioxaborolan-2-yl)phenoxy]methyl}phosphonate). Yield: 23.0%. Reaction SMILES: [CH3:1][C:2]1([CH3:16])[C:6]([CH3:8])([CH3:7])[O:5][B:4]([C:9]2[CH:14]=[CH:13][C:12]([OH:15])=[CH:11][CH:10]=2)[O:3]1.CC1C=CC(S(O[CH2:28][P:29]([O:34][CH2:35][CH3:36])([O:31][CH2:32][CH3:33])=[O:30])(=O)=O)=CC=1>>[CH2:32]([O:31][P:29]([CH2:28][O:15][C:12]1[CH:13]=[CH:14][C:9]([B:4]2[O:3][C:2]([CH3:16])([CH3:1])[C:6]([CH3:7])([CH3:8])[O:5]2)=[CH:10][CH:11]=1)(=[O:30])[O:34][CH2:35][CH3:36])[CH3:33]. Procedure details: Using 4-(4,4,5,5-tetramethyl-1,3,2-dioxaborolan-2-yl)phenol (313 mg, 1.42 mmol) and (diethoxyphosphoryl)methyl 4-methylbenzenesulfonate (550 mg, 1.71 mmol), the desired title compound (121 mg, yield 23%) was obtained by the same method as in Reference Example 2 (2a). Reactants: C(C)#N (acetonitrile), C(C)(=O)C1=C(SCCCCCC(=O)OC)[C@H]([C@@H](C1)O[Si](C)(C)C(C)(C)C)\C=C\[C@H](C[C@@H](CCCC)C)O[Si](C)(C)C(C)(C)C (methyl (11R,12S,13E,15S,17R)-9-acetyl-11,15-bis(tert-butyldimethylsiloxy)-17,20-dimethyl-7-thiaprosta-8,13-dienoate), N1=CC=CC=C1.F (hydrogen fluoride-pyridine). Run in N1=CC=CC=C1 (pyridine), N1=CC=CC=C1 (pyridine). Run at time 15 hour. Product: C(C)(=O)C1=C(SCCCCCC(=O)OC)[C@H]([C@@H](C1)O)\C=C\[C@H](C[C@@H](CCCC)C)O (methyl (11R,12S,13E,15S,17R)-9-acetyl-11,15-dihydroxy-17,20-dimethyl-7-thiaprosta-8,13-dienoate). Yield: 38.2%. RXN SMILES: C(#N)C.N1C=CC=CC=1.F.[C:11]([C:14]1[CH2:28][C@@H:27]([O:29][Si](C(C)(C)C)(C)C)[C@H:26](/[CH:37]=[CH:38]/[C@@H:39]([O:47][Si](C(C)(C)C)(C)C)[CH2:40][C@H:41]([CH3:46])[CH2:42][CH2:43][CH2:44][CH3:45])[C:15]=1[S:16][CH2:17][CH2:18][CH2:19][CH2:20][CH2:21][C:22]([O:24][CH3:25])=[O:23])(=[O:13])[CH3:12]>N1C=CC=CC=1>[C:11]([C:14]1[CH2:28][C@@H:27]([OH:29])[C@H:26](/[CH:37]=[CH:38]/[C@@H:39]([OH:47])[CH2:40][C@H:41]([CH3:46])[CH2:42][CH2:43][CH2:44][CH3:45])[C:15]=1[S:16][CH2:17][CH2:18][CH2:19][CH2:20][CH2:21][C:22]([O:24][CH3:25])=[O:23])(=[O:13])[CH3:12] |f:1.2|. Reported procedure: To a solution of ice-cooled acetonitrile (1 mL) and pyridine (0.1 mL) was added a hydrogen fluoride-pyridine solution (0.1 mL). To this solution was added methyl (11R,12S,13E,15S,17R)-9-acetyl-11,15-bis(tert-butyldimethylsiloxy)-17,20-dimethyl-7-thiaprosta-8,13-dienoate (12 mg, 0.019 mmol) in pyridine (0.1 mL). The ice bath was removed and the solution was agitated for 15 hours, while returning it to room temperature. The reaction solution was poured into a mixture of ethyl acetate and a saturat... The product is O=Cc1ccn2c1CCC2. The reactants are N#Cc1ccn2c1CCC2, CC(C)C[Al+]CC(C)C, Cc1ccccc1, [H-], O=C(O)CC(O)(CC(=O)O)C(=O)O. RXN SMILES: [C:1](#[N:2])[c:3]1[cH:4][cH:5][n:6]2[c:10]1[CH2:9][CH2:8][CH2:7]2.[CH2:12]([Al+:13][CH2:14][CH:15]([CH3:16])[CH3:17])[CH:18]([CH3:19])[CH3:20].[CH3:34][c:35]1[cH:36][cH:37][cH:38][cH:39][cH:40]1.[H-:11].[OH:21][C:22]([CH2:23][C:24]([C:25](=[O:26])[OH:27])([CH2:28][C:29](=[O:30])[OH:31])[OH:32])=[O:33]>>[CH:1]([c:3]1[cH:4][cH:5][n:6]2[c:10]1[CH2:9][CH2:8][CH2:7]2)=[O:21]. Reactants: C1=CC=CC=2NC3=C(C=CC21)C=CC=C3 (5H-Dibenz[b,f]azepine), IC1=CC=C(C=C1)C1=CC=C(C=C1)I (4,4'-diiodobiphenyl), [OH-].[K+] (potassium hydroxide), C1CCCC2CCCCC12 (decalin). The reagents and catalysts are [Cu] (copper). Run in C(Cl)(Cl)Cl (chloroform). Reaction conditions: temperature 200 celsius, time 36 hour. Product: IC1=CC=C(C=C1)C1=CC=C(C=C1)N1C2=C(C=CC3=C1C=CC=C3)C=CC=C2 (5-(4'-iodobiphenyl-4-yl)dibenz[b,f]azepine). Yield: 50.0%. RXN SMILES: [CH:1]1[C:11]2[CH:10]=[CH:9][C:8]3[CH:12]=[CH:13][CH:14]=[CH:15][C:7]=3[NH:6][C:5]=2[CH:4]=[CH:3][CH:2]=1.[I:16][C:17]1[CH:22]=[CH:21][C:20]([C:23]2[CH:28]=[CH:27][C:26](I)=[CH:25][CH:24]=2)=[CH:19][CH:18]=1.[OH-].[K+].C1C2C(CCCC2)CCC1>[Cu].C(Cl)(Cl)Cl>[I:16][C:17]1[CH:18]=[CH:19][C:20]([C:23]2[CH:28]=[CH:27][C:26]([N:6]3[C:7]4[CH:15]=[CH:14][CH:13]=[CH:12][C:8]=4[CH:9]=[CH:10][C:11]4[CH:1]=[CH:2][CH:3]=[CH:4][C:5]3=4)=[CH:25][CH:24]=2)=[CH:21][CH:22]=1 |f:2.3|. Procedure details: 5H-Dibenz[b,f]azepine in an amount of 20.0 g (0.10 mol), 4,4'-diiodobiphenyl in an amount of 60.9 g (0.15 mol), potassium hydroxide in an amount of 6.7 g (0.12 mol) and a copper powder in an amount of 1.3 g (0.02 mol) were mixed with 20 ml of decalin, and heated with stirring in a stream of nitrogen for 36 hours at the external temperature of 200° C. After cooling to room temperature or its vicinity, the reaction solution was admixed with chloroform, and subjected to Celite filtration to remove ... Starting materials: CC(C)CC(NC(=O)OCc1ccccc1)C(=O)O, CC(C)(C)OC(=O)C(N)Cc1ccc(O)cc1, CCN=C=NCCCN(C)C, CC#N, Cl, On1nnc2ccccc21. Product: CC(C)CC(NC(=O)OCc1ccccc1)C(=O)NC(Cc1ccc(O)cc1)C(=O)OC(C)(C)C. RXN SMILES: [C:1](=[O:2])([O:3][CH2:4][c:5]1[cH:6][cH:7][cH:8][cH:9][cH:10]1)[NH:11][CH:12]([CH2:13][CH:14]([CH3:15])[CH3:16])[C:17](=[O:18])[OH:19].[C:42]([CH3:43])([CH3:44])([CH3:45])[O:46][C:47]([CH:48]([NH2:49])[CH2:50][c:51]1[cH:52][cH:53][c:54]([OH:57])[cH:55][cH:56]1)=[O:58].[CH3:21][N:22]([CH3:23])[CH2:24][CH2:25][CH2:26][N:27]=[C:28]=[N:29][CH2:30][CH3:31].[CH3:59][C:60]#[N:61].[ClH:20].[OH:32][n:33]1[c:34]2[cH:35][cH:36][cH:37][cH:38][c:39]2[n:40][n:41]1>>[C:1](=[O:2])([O:3][CH2:4][c:5]1[cH:6][cH:7][cH:8][cH:9][cH:10]1)[NH:11][CH:12]([CH2:13][CH:14]([CH3:15])[CH3:16])[C:17](=[O:19])[NH:49][CH:48]([C:47]([O:46][C:42]([CH3:43])([CH3:44])[CH3:45])=[O:58])[CH2:50][c:51]1[cH:52][cH:53][c:54]([OH:57])[cH:55][cH:56]1. The reactants are C1CO1, CCO, CC1CC(C)(C)NC2CCCCC12. Product: CC1CC(C)(C)N(CCO)C2CCCCC12. As a reaction SMILES: [CH2:14]1[CH2:15][O:16]1.[CH3:17][CH2:18][OH:19].[CH3:1][C:2]1([CH3:13])[NH:3][CH:4]2[CH2:5][CH2:6][CH2:7][CH2:8][CH:9]2[CH:10]([CH3:12])[CH2:11]1>>[CH3:1][C:2]1([CH3:13])[N:3]([CH2:14][CH2:15][OH:16])[CH:4]2[CH2:5][CH2:6][CH2:7][CH2:8][CH:9]2[CH:10]([CH3:12])[CH2:11]1. Reactants: ice water, BrC=1C=C(C=CC1)O (3-bromophenol), BrCCCC(=O)OCC (ethyl 4-bromobutyrate), C(=O)([O-])[O-].[K+].[K+] (K2CO3). Solvent: CN(C)C=O (DMF). Run at temperature 60 celsius. Yields the product BrC=1C=C(OCCCC(=O)OCC)C=CC1 (ethyl 4-(3-bromophenoxy)butyrate). Isolated yield 81.0%. As a reaction SMILES: [Br:1][C:2]1[CH:3]=[C:4]([OH:8])[CH:5]=[CH:6][CH:7]=1.Br[CH2:10][CH2:11][CH2:12][C:13]([O:15][CH2:16][CH3:17])=[O:14].C([O-])([O-])=O.[K+].[K+]>CN(C=O)C>[Br:1][C:2]1[CH:3]=[C:4]([CH:5]=[CH:6][CH:7]=1)[O:8][CH2:10][CH2:11][CH2:12][C:13]([O:15][CH2:16][CH3:17])=[O:14] |f:2.3.4|. Procedure details: To a solution of 7.0 g of 3-bromophenol and 7.8 g of ethyl 4-bromobutyrate in 50 ml of DMF is added 11.2 g of K2CO3. The mixture is heated at 60° C. for 1 day and then poured into an ice-water mixture. This mixture is extracted with ether, and the ether extract is washed with water and dried over MgSO4. After filtration and concentration, a solution of 9.3 g of the ethyl 4-(3-bromophenoxy)butyrate obtained in 100 ml of THF is cooled to 0° C.; and 130 ml of a 1.5M solution of DIBAL-H in toluene i... Starting materials: CN(C)C=O, O=C1CCC(=O)N1Cl, Cn1nc(C(F)(F)F)c(CSc2ncco2)c1OC(F)F, O. The product is Cn1nc(C(F)(F)F)c(CSc2ncc(Cl)o2)c1OC(F)F. RXN SMILES: [CH3:31][N:32]([CH3:33])[CH:34]=[O:35].[Cl:22][N:23]1[C:24](=[O:25])[CH2:26][CH2:27][C:28]1=[O:29].[F:1][CH:2]([O:3][c:4]1[c:5]([CH2:14][S:15][c:16]2[o:17][cH:18][cH:19][n:20]2)[c:6]([C:10]([F:11])([F:12])[F:13])[n:7][n:8]1[CH3:9])[F:21].[OH2:30]>>[F:1][CH:2]([O:3][c:4]1[c:5]([CH2:14][S:15][c:16]2[o:17][c:18]([Cl:22])[cH:19][n:20]2)[c:6]([C:10]([F:11])([F:12])[F:13])[n:7][n:8]1[CH3:9])[F:21].